Dataset: the Open Reaction Database (ORD), a public repository of structured organic reaction records. Task: describe an organic reaction: reactants, conditions, products, and yield Starting materials: C=Cc1ccc2nc(CCCC)n(Cc3ccc(-c4ccccc4-c4nnnn4C(c4ccccc4)(c4ccccc4)c4ccccc4)cc3)c(=O)c2c1, Cc1ccccc1, [O-][N+]1=CCCC1. Yields the product CCCCc1nc2ccc(C3CC4CCCN4O3)cc2c(=O)n1Cc1ccc(-c2ccccc2-c2nnnn2C(c2ccccc2)(c2ccccc2)c2ccccc2)cc1. Reaction SMILES: [CH2:1]([CH2:2][CH2:3][CH3:4])[c:5]1[n:6][c:7]2[cH:8][cH:9][c:10]([CH:53]=[CH2:54])[cH:11][c:12]2[c:13](=[O:52])[n:14]1[CH2:15][c:16]1[cH:17][cH:18][c:19](-[c:22]2[c:23](-[c:28]3[n:29][n:30][n:31][n:32]3[C:33]([c:34]3[cH:35][cH:36][cH:37][cH:38][cH:39]3)([c:40]3[cH:41][cH:42][cH:43][cH:44][cH:45]3)[c:46]3[cH:47][cH:48][cH:49][cH:50][cH:51]3)[cH:24][cH:25][cH:26][cH:27]2)[cH:20][cH:21]1.[CH3:61][c:62]1[cH:63][cH:64][cH:65][cH:66][cH:67]1.[N+:55]1([O-:60])=[CH:59][CH2:58][CH2:57][CH2:56]1>>[CH2:1]([CH2:2][CH2:3][CH3:4])[c:5]1[n:6][c:7]2[cH:8][cH:9][c:10]([CH:53]3[CH2:54][CH:59]4[N:55]([CH2:56][CH2:57][CH2:58]4)[O:60]3)[cH:11][c:12]2[c:13](=[O:52])[n:14]1[CH2:15][c:16]1[cH:17][cH:18][c:19](-[c:22]2[c:23](-[c:28]3[n:29][n:30][n:31][n:32]3[C:33]([c:34]3[cH:35][cH:36][cH:37][cH:38][cH:39]3)([c:40]3[cH:41][cH:42][cH:43][cH:44][cH:45]3)[c:46]3[cH:47][cH:48][cH:49][cH:50][cH:51]3)[cH:24][cH:25][cH:26][cH:27]2)[cH:20][cH:21]1. The reactants are FC1=CC(=C(C=C1)N1CCN(CC1)CCCN1C(N(C=C(C1=O)Cl)COCC[Si](C)(C)C)=O)OCC(F)(F)F (3-(3-{4-[4-fluoro-2-(2,2,2-trifluoroethoxy)phenyl]piperazin-1-yl}propyl)-5-chloro-1-[2-(trimethylsilyl)ethoxymethyl]-2,4(1H,3H)-pyrimidinedione), CNC (dimethylamine). The solvent is C(C)O (ethanol). Conditions: temperature 130 celsius. Product: FC1=CC(=C(C=C1)N1CCN(CC1)CCCN1C(N(C=C(C1=O)N(C)C)COCC[Si](C)(C)C)=O)OCC(F)(F)F (3-(3-{4-[4-fluoro-2-(2,2,2-trifluoroethoxy)phenyl]piperazin-1-yl}propyl)-5-dimethylamino-1-[2-(trimethylsilyl)ethoxymethyl]-2,4(1H,3H)-pyrimidinedione). RXN SMILES: [F:1][C:2]1[CH:7]=[CH:6][C:5]([N:8]2[CH2:13][CH2:12][N:11]([CH2:14][CH2:15][CH2:16][N:17]3[C:22](=[O:23])[C:21](Cl)=[CH:20][N:19]([CH2:25][O:26][CH2:27][CH2:28][Si:29]([CH3:32])([CH3:31])[CH3:30])[C:18]3=[O:33])[CH2:10][CH2:9]2)=[C:4]([O:34][CH2:35][C:36]([F:39])([F:38])[F:37])[CH:3]=1.[CH3:40][NH:41][CH3:42]>C(O)C>[F:1][C:2]1[CH:7]=[CH:6][C:5]([N:8]2[CH2:13][CH2:12][N:11]([CH2:14][CH2:15][CH2:16][N:17]3[C:22](=[O:23])[C:21]([N:41]([CH3:42])[CH3:40])=[CH:20][N:19]([CH2:25][O:26][CH2:27][CH2:28][Si:29]([CH3:32])([CH3:31])[CH3:30])[C:18]3=[O:33])[CH2:10][CH2:9]2)=[C:4]([O:34][CH2:35][C:36]([F:39])([F:38])[F:37])[CH:3]=1. Procedure details: A mixture of 3-(3-{4-[4-fluoro-2-(2,2,2-trifluoroethoxy)phenyl]piperazin-1-yl}propyl)-5-chloro-1-[2-(trimethylsilyl)ethoxymethyl]-2,4(1H,3H)-pyrimidinedione (0.5 g, 0.84 mmol), prepared as in Example 25, aqueous dimethylamine (40%, 3 mL) and ethanol (3 mL) was heated in a sealed tube 3 hours at 130° C. The reaction mixture was concentrated and the residue was purified by column chromatography on silica gel eluting with methylene chloride/methanol (95:5+3% ammonium hydroxide) to give 3-(3-{4-[4-f... As a reaction SMILES: [CH2:47]1[NH:48][CH2:49][CH2:50][O:51][CH2:52]1.[CH:1]1([O:5][C:6](=[O:7])[N:8]2[CH2:9][CH2:10][N:11]([C:14]([CH:15]([CH2:16][CH2:17][CH2:18][CH2:19][O:20][CH2:21][c:22]3[cH:23][cH:24][cH:25][cH:26][cH:27]3)[NH:28][C:29]([O:30][CH2:31][CH:32]3[c:33]4[cH:34][cH:35][cH:36][cH:37][c:38]4-[c:39]4[c:40]3[cH:41][cH:42][cH:43][cH:44]4)=[O:45])=[O:46])[CH2:12][CH2:13]2)[CH2:2][CH2:3][CH2:4]1.[O:53]=[CH:54][N:55]([CH3:56])[CH3:57]>>[CH:1]1([O:5][C:6](=[O:7])[N:8]2[CH2:9][CH2:10][N:11]([C:14]([CH:15]([CH2:16][CH2:17][CH2:18][CH2:19][O:20][CH2:21][c:22]3[cH:23][cH:24][cH:25][cH:26][cH:27]3)[NH2:28])=[O:46])[CH2:12][CH2:13]2)[CH2:2][CH2:3][CH2:4]1. The reactants are C1COCCN1, O=C(NC(CCCCOCc1ccccc1)C(=O)N1CCN(C(=O)OC2CCC2)CC1)OCC1c2ccccc2-c2ccccc21, CN(C)C=O. Yields the product NC(CCCCOCc1ccccc1)C(=O)N1CCN(C(=O)OC2CCC2)CC1. The reactants are OC1=C(C=CC(=C1)O)C1=COC2=CC(=CC=C2C1=O)O (3-(2,4-Dihydroxy-phenyl)-7-hvdroxy-chromen-4-one), C(#N)C1=C(C(=O)C(=C(C1=O)Cl)Cl)C#N (DDQ), [O-]S(=O)[O-].[Na+].[Na+] (Na2SO3). Solvent: O1CCOCC1 (dioxane). Run at temperature 90 celsius. Product: OC=1C=CC=2C=3C(C4=C(OC3OC2C1)C=C(C=C4)O)=O (2,8-Dihydroxy-10,11-dioxa-benzo[b]fluoren-5-one). Isolated yield 20.0%. Reaction SMILES: [OH:1][C:2]1[CH:7]=[C:6]([OH:8])[CH:5]=[CH:4][C:3]=1[C:9]1[C:18](=[O:19])[C:17]2[C:12](=[CH:13][C:14]([OH:20])=[CH:15][CH:16]=2)[O:11][CH:10]=1.C(C1C(=O)C(Cl)=C(Cl)C(=O)C=1C#N)#N.[O-]S([O-])=O.[Na+].[Na+]>O1CCOCC1>[OH:8][C:6]1[CH:5]=[CH:4][C:3]2[C:9]3[C:18](=[O:19])[C:17]4[CH:16]=[CH:15][C:14]([OH:20])=[CH:13][C:12]=4[O:11][C:10]=3[O:1][C:2]=2[CH:7]=1 |f:2.3.4|. Procedure details: A mixture of 15 (0.25 g, 0.93 mmol) and DDQ (0.42 g, 1.87 mmol) in dioxane was heated to 90° C. for 45 min. The reaction was allowed to cool and poured into 10% Na2SO3 and extracted with EtOAc. The EtOAc was dried over MgSO4, filtered and concentrated to give a yellow solid that was triturated with MeOH to give 16 as a white solid (0.050 g): Mp>300° C.; 1H NMR (DMSO d6) δ 10.88 (br s, 1H), 9.93 (br s, 1H), 8.05 (d, 1H, J=8.6 Hz), 7.77 (d, 1H, J=8.4 Hz), 7.10 (d, 1H, J=1.9 Hz), 7.05 (d, 1H, J=2.0... Starting materials: OOS(=O)[O-].[K+] (Oxone), BrC1=CC(=C(C(=C1)C)C=1C=C(N2C1N=C(C=C2SC)C)C(=O)N)C (8-(4-bromo-2,6-dimethyl-phenyl)-2-methyl-4-methylsulfanyl-pyrrolo[1,2-a]pyrimidine-6-carboxylic acid amide), ice. The solvent is O (water), C(C)O (ethanol), O (water). Product: BrC1=CC(=C(C(=C1)C)C=1C=C(N2C1N=C(C=C2S(=O)C)C)C(=O)N)C (8-(4-bromo-2,6-dimethyl-phenyl)-4-methanesulfinyl-2-methyl-pyrrolo[1,2-a]pyrimidine-6-carboxylic acid amide). Yield: 2180.4%. Reaction SMILES: [OH:1]OS([O-])=O.[K+].[Br:7][C:8]1[CH:13]=[C:12]([CH3:14])[C:11]([C:15]2[CH:16]=[C:17]([C:27]([NH2:29])=[O:28])[N:18]3[C:23]([S:24][CH3:25])=[CH:22][C:21]([CH3:26])=[N:20][C:19]=23)=[C:10]([CH3:30])[CH:9]=1>O.C(O)C>[Br:7][C:8]1[CH:13]=[C:12]([CH3:14])[C:11]([C:15]2[CH:16]=[C:17]([C:27]([NH2:29])=[O:28])[N:18]3[C:23]([S:24]([CH3:25])=[O:1])=[CH:22][C:21]([CH3:26])=[N:20][C:19]=23)=[C:10]([CH3:30])[CH:9]=1 |f:0.1|. Reported procedure: To a solution of Oxone (9.12 g) in water (50 mL) was added a solution of 8-(4-bromo-2,6-dimethyl-phenyl)-2-methyl-4-methylsulfanyl-pyrrolo[1,2-a]pyrimidine-6-carboxylic acid amide (3.00 g) in ethanol (50 mL) in an ice-cooling bath. The reaction mixture was stirred under ice-cooling for 30 minutes, poured into water and extracted with ethyl acetate. The organic layer was washed with a saturated aqueous sodium hydrogencarbonate and brine, dried over anhydrous sodium sulfate and filtered. The filtr... The reactants are ClC1=C2C(=NC=C1C(C1=CC=C(C=C1)F)=O)N(N=C2)CC (4-Chloro-1-ethyl-5-(4-fluorobenzoyl)-1H-pyrazolo[3,4-b]pyridine), Cl.NO (hydroxylamine hydrochloride), Cl (hydrochloric acid). As a reaction SMILES: Cl[C:2]1[C:7]([C:8](=[O:16])[C:9]2[CH:14]=[CH:13][C:12]([F:15])=[CH:11][CH:10]=2)=[CH:6][N:5]=[C:4]2[N:17]([CH2:20][CH3:21])[N:18]=[CH:19][C:3]=12.Cl.[NH2:23]O.Cl>C(O)(=O)C>[CH2:20]([N:17]1[C:4]2[N:5]=[CH:6][C:7]3[C:2](=[N:23][O:16][C:8]=3[C:9]3[CH:14]=[CH:13][C:12]([F:15])=[CH:11][CH:10]=3)[C:3]=2[CH:19]=[N:18]1)[CH3:21] |f:1.2|. Product: C(C)N1N=CC2=C1N=CC=1C2=NOC1C1=CC=C(C=C1)F (6-Ethyl-3-(4-fluorophenyl)-6H-isoxazolo[3,4-d]pyrazolo[3,4-b]pyridine). Reported procedure: 4-Chloro-1-ethyl-5-(4-fluorobenzoyl)-1H-pyrazolo[3,4-b]pyridine (4.5 g) and hydroxylamine hydrochloride (14.0 g) were refluxed in a solution of 250 ml of acetic acid and 4 ml of concentrated hydrochloric acid. After two hours the solvent was evaporated and the residue distributed between dichloromethane and an aqueous sodium bicarbonate solution. The organic phase was evaporated and the residue chromatographed over 230-400 mesh silica gel (10% ethyl acetate/dichloromethane). Evaporation of the a... The solvent is C(C)(=O)O (acetic acid). Isolated yield 52.6%. The reactants are FC(C1=CC=C(C=C1)CC(=O)O)(F)F ((4-trifluoromethyl-phenyl)-acetic acid), S1C=NC2=C1C=C(C=C2)N (benzothiazol-6-ylamine). The product is S1C=NC2=C1C=C(C=C2)NCCC2=CC=C(C=C2)C(F)(F)F (Benzothiazol-6-yl-[2-(4-trifluoromethyl-phenyl)-ethyl]-amine). Reaction SMILES: [F:1][C:2]([F:14])([F:13])[C:3]1[CH:8]=[CH:7][C:6]([CH2:9][C:10](O)=O)=[CH:5][CH:4]=1.[S:15]1[C:19]2[CH:20]=[C:21]([NH2:24])[CH:22]=[CH:23][C:18]=2[N:17]=[CH:16]1>>[S:15]1[C:19]2[CH:20]=[C:21]([NH:24][CH2:10][CH2:9][C:6]3[CH:7]=[CH:8][C:3]([C:2]([F:14])([F:13])[F:1])=[CH:4][CH:5]=3)[CH:22]=[CH:23][C:18]=2[N:17]=[CH:16]1. Procedure: In analogy to example 33, step 1, (4-trifluoromethyl-phenyl)-acetic acid (commercially available) was coupled with benzothiazol-6-ylamine (commercially available) to give the title compound. RXN SMILES: CN(C)C(=CC=C(C1C=CC=CC=1)C(OCC)=O)C(OCC)=S.F[B-](F)(F)F.[CH3:29][N:30]([CH3:42])[C:31]([C:37]([O:39][CH2:40][CH3:41])=[O:38])=[CH:32][CH:33]=[N+](C)C.CC[O-].[Na+].[C:47]1([CH2:57][C:58]([O:60][CH2:61][CH3:62])=[O:59])[C:56]2[C:51](=[CH:52][CH:53]=[CH:54][CH:55]=2)[CH:50]=[CH:49][CH:48]=1>C(O)C>[CH3:29][N:30]([CH3:42])[C:31](=[CH:32][CH:33]=[C:57]([C:47]1[C:56]2[C:51](=[CH:52][CH:53]=[CH:54][CH:55]=2)[CH:50]=[CH:49][CH:48]=1)[C:58]([O:60][CH2:61][CH3:62])=[O:59])[C:37]([O:39][CH2:40][CH3:41])=[O:38] |f:1.2,3.4|. The solvent is C(C)O (ethanol). Yield: 17.1%. Product: CN(C(C(=O)OCC)=CC=C(C(=O)OCC)C1=CC=CC2=CC=CC=C12)C (diethyl 2-dimethylamino-5-(1-naphthyl)-2,4-hexadienedioate). Procedure: The procedure is as in Example 2 for the preparation of diethyl 2-dimethylamino-5-phenylthio-2,4-hexadienedioate, starting with N-(3-dimethylamino-3-ethoxycarbonylpropenylidene)-N-methylmethanaminium tetrafluoroborate (10 g), a 2M ethanolic solution of sodium ethylate (26 cc) and ethyl 2-(1-naphthyl)acetate (7.5 g) in ethanol (100 cc). After purification by chromatography on a silica column with a mixture of cyclohexane and ethyl acetate (80:20 by volume), diethyl 2-dimethylamino-5-(1-naphthyl)-... Starting materials: CN(C(C(=S)OCC)=CC=C(C(=O)OCC)C1=CC=CC=C1)C (diethyl 2-dimethylamino-5-phenylthio-2,4-hexadienedioate), CC[O-].[Na+] (sodium ethylate), C1(=CC=CC2=CC=CC=C12)CC(=O)OCC (ethyl 2-(1-naphthyl)acetate), F[B-](F)(F)F.CN(C(=CC=[N+](C)C)C(=O)OCC)C (N-(3-dimethylamino-3-ethoxycarbonylpropenylidene)-N-methylmethanaminium tetrafluoroborate), ethanolic solution. Reactants: CC(C)(C)O, CC(C)(C)[O-], CI, CCOC(C)=O, CC12CCC(=O)NC1CCc1cc(-c3c(F)c(F)c(Cl)c(F)c3F)ccc12, [K+]. Product: CN1C(=O)CCC2(C)c3ccc(-c4c(F)c(F)c(Cl)c(F)c4F)cc3CCC12. RXN SMILES: [C:28]([OH:29])([CH3:30])([CH3:31])[CH3:32].[CH3:33][C:34]([CH3:35])([O-:36])[CH3:37].[CH3:39][I:40].[CH3:41][CH2:42][O:43][C:44](=[O:45])[CH3:46].[Cl:1][c:2]1[c:3]([F:27])[c:4]([F:26])[c:5](-[c:10]2[cH:11][c:12]3[c:13]([cH:24][cH:25]2)[C:14]2([CH3:23])[CH2:15][CH2:16][C:17](=[O:22])[NH:18][CH:19]2[CH2:20][CH2:21]3)[c:6]([F:9])[c:7]1[F:8].[K+:38]>>[Cl:1][c:2]1[c:3]([F:27])[c:4]([F:26])[c:5](-[c:10]2[cH:11][c:12]3[c:13]([cH:24][cH:25]2)[C:14]2([CH3:23])[CH2:15][CH2:16][C:17](=[O:22])[N:18]([CH3:28])[CH:19]2[CH2:20][CH2:21]3)[c:6]([F:9])[c:7]1[F:8]. Starting materials: CC(=CCC=1C(=CC2=C(C1O)C(=O)C3=C(C=C(C(=C3CC=C(C)C)O)O)O2)O)C (γ-Mangostin), 3,6,7-trimethyl-γ-mangostin, 3,6,7-trimethyl-γ-mangostin, [C-]#N.[Na+] (sodium cyanide). Solvent: CS(=O)C (DMSO). Conditions: temperature 195 celsius, time 6 hour. Product: CC(=CCC1=C(C=C2C(=C1O)C(=O)C3=C(C(=C(C=C3O2)O)OC)CC=C(C)C)O)C (α-mangostin). The yield is 64.0%. RXN SMILES: [CH3:1][C:2]([CH3:29])=[CH:3][CH2:4][C:5]1[C:6]([OH:28])=[CH:7][C:8]2[O:27][C:15]3[CH:16]=[C:17]([OH:26])[C:18]([OH:25])=[C:19]([CH2:20][CH:21]=[C:22]([CH3:24])[CH3:23])[C:14]=3[C:12](=[O:13])[C:9]=2[C:10]=1[OH:11].[C-:30]#N.[Na+]>CS(C)=O>[CH3:1][C:2]([CH3:29])=[CH:3][CH2:4][C:5]1[C:10]([OH:11])=[C:9]2[C:12]([C:14]3[C:15]([O:27][C:8]2=[CH:7][C:6]=1[OH:28])=[CH:16][C:17]([OH:26])=[C:18]([O:25][CH3:30])[C:19]=3[CH2:20][CH:21]=[C:22]([CH3:23])[CH3:24])=[O:13] |f:1.2|. Reported procedure: γ-Mangostin from 3,6,7-trimethyl-γ-mangostin: To a solution of 3,6,7-trimethyl-γ-mangostin (0.5 g, 1.14 mmol) in DMSO (LR, 20 mL) was added sodium cyanide (1.0 g, 20.5 mmol) at RT and the mixture was stirred at 190-200° C. for 6 h. The reaction mixture was allowed to ambient temperature and poured into ice cold water and extracted with a mixture of ethyl acetate and THF (1:1, 5×100 mL). The combined organic layer was washed with aqueous potassium permanganate (10%), water, brine and dried over s...